From a dataset of the Open Reaction Database (ORD), a public repository of structured organic reaction records. describe an organic reaction: reactants, conditions, products, and yield The reactants are CCCCCCc1cccc(-c2nc(I)c(C(=O)O)n2C)c1, Cl, Cl, OCC1CCCN1C1CCNCC1. The product is CCCCCCc1cccc(-c2nc(I)c(C(=O)N3CCC(N4CCCC4CO)CC3)n2C)c1. Reaction SMILES: [CH2:1]([CH2:2][CH2:3][CH2:4][CH2:5][CH3:6])[c:7]1[cH:8][c:9](-[c:13]2[n:14][c:15]([I:22])[c:16]([C:19](=[O:20])[OH:21])[n:17]2[CH3:18])[cH:10][cH:11][cH:12]1.[ClH:23].[ClH:24].[NH:25]1[CH2:26][CH2:27][CH:28]([N:31]2[CH:32]([CH2:36][OH:37])[CH2:33][CH2:34][CH2:35]2)[CH2:29][CH2:30]1>>[CH2:1]([CH2:2][CH2:3][CH2:4][CH2:5][CH3:6])[c:7]1[cH:8][c:9](-[c:13]2[n:14][c:15]([I:22])[c:16]([C:19](=[O:21])[N:25]3[CH2:26][CH2:27][CH:28]([N:31]4[CH:32]([CH2:36][OH:37])[CH2:33][CH2:34][CH2:35]4)[CH2:29][CH2:30]3)[n:17]2[CH3:18])[cH:10][cH:11][cH:12]1.